This data is from the Open Reaction Database (ORD), a public repository of structured organic reaction records. The task is: describe an organic reaction: reactants, conditions, products, and yield The reactants are [Br-], Br, C=CC(=O)OC, CC(C)=O, Nc1ccccc1Cl, O=N[O-], [Na+], O. Yields the product COC(=O)C(Br)Cc1ccccc1Cl. Reaction SMILES: [Br-:19].[BrH:24].[C:13]([CH:14]=[CH2:15])(=[O:16])[O:17][CH3:18].[CH3:20][C:21](=[O:22])[CH3:23].[Cl:1][c:2]1[c:3]([NH2:4])[cH:5][cH:6][cH:7][cH:8]1.[N:9]([O-:10])=[O:11].[Na+:12].[OH2:25]>>[Cl:1][c:2]1[c:3]([CH2:15][CH:14]([C:13](=[O:16])[O:17][CH3:18])[Br:19])[cH:5][cH:6][cH:7][cH:8]1.